Dataset: the Open Reaction Database (ORD), a public repository of structured organic reaction records. Task: describe an organic reaction: reactants, conditions, products, and yield Starting materials: COC1=CC=C(C=C1)NC=1SC=C(N1)C(=O)OCC (ethyl 2-p-anisidinothiazole-4-carboxylate), 1, [H-].[Al+3].[Li+].[H-].[H-].[H-] (lithium aluminum hydride). Run in O1CCCC1 (tetrahydrofuran). Product: COC1=CC=C(C=C1)NC=1SC=C(N1)CO (2-p-Anisidinothiazol-4-ylmethanol). Reaction SMILES: [CH3:1][O:2][C:3]1[CH:8]=[CH:7][C:6]([NH:9][C:10]2[S:11][CH:12]=[C:13]([C:15](OCC)=[O:16])[N:14]=2)=[CH:5][CH:4]=1.[H-].[Al+3].[Li+].[H-].[H-].[H-]>O1CCCC1>[CH3:1][O:2][C:3]1[CH:4]=[CH:5][C:6]([NH:9][C:10]2[S:11][CH:12]=[C:13]([CH2:15][OH:16])[N:14]=2)=[CH:7][CH:8]=1 |f:1.2.3.4.5.6|. Reported procedure: The reaction described in Preparation 15 was repeated, but using 5.0 g of ethyl 2-p-anisidinothiazole-4-carboxylate, 1 5 g of lithium aluminum hydride and 100 ml of anhydrous tetrahydrofuran, giving the title compound as a pale red powder. Starting materials: N1N=C(C2=CC=CC=C12)C=O (1H-indazole-3-carboxaldehyde), BrC1=CC(=C(C=C1)N)N (4-bromo-1,2-phenylenediamine), S(=O)(=O)([O-])S(=O)[O-].[Na+].[Na+] (sodium metabisulphite). The solvent is CN(C=O)C (dimethylformamide). Yields the product BrC1=CC2=C(N=C(N2)C2=NNC3=CC=CC=C23)C=C1 (5-bromo-2-(1H-indazol-3-yl)-3H-benzimidazole). RXN SMILES: [NH:1]1[C:9]2[C:4](=[CH:5][CH:6]=[CH:7][CH:8]=2)[C:3]([CH:10]=O)=[N:2]1.[Br:12][C:13]1[CH:18]=[CH:17][C:16]([NH2:19])=[C:15]([NH2:20])[CH:14]=1.S(S([O-])=O)([O-])(=O)=O.[Na+].[Na+]>CN(C)C=O>[Br:12][C:13]1[CH:18]=[CH:17][C:16]2[N:19]=[C:10]([C:3]3[C:4]4[C:9](=[CH:8][CH:7]=[CH:6][CH:5]=4)[NH:1][N:2]=3)[NH:20][C:15]=2[CH:14]=1 |f:2.3.4|. Procedure: Starting with 643 mg of 1H-indazole-3-carboxaldehyde, 816 mg of 4-bromo-1,2-phenylenediamine, and 836.5 mg of sodium metabisulphite in 15 ml of dimethylformamide, and after purification by SPE (SCX phase, washing with methanol, extraction with 2N ammoniacal methanol) followed by a chromatography under pressure on silica, 939 mg of 5-bromo-2-(1H-indazol-3-yl)-3H-benzimidazole are obtained in the form of a brick-red powder. The reactants are C(C)(C)(C)C=1N(C(SC1)=N)C[C@@H]1OCCC1 (4-tert-butyl-3-[(R)-1-(tetrahydro-furan-2-yl)methyl]-3H-thiazol-2-ylideneamine), ClC=1C=CC(=C(C(=O)O)C1)OC (5-chloro-2-methoxy-benzoic acid). Yields the product C(C)(C)(C)C=1N(/C(/SC1)=N/C(C1=C(C=CC(=C1)Cl)OC)=O)C[C@@H]1OCCC1 (N-[(2Z)-4-tert-butyl-3-[(2R)-tetrahydrofuran-2-ylmethyl]-1,3-thiazol-2(3H)-ylidene]-5-chloro-2-methoxybenzamide). As a reaction SMILES: [C:1]([C:5]1[N:6]([CH2:11][C@H:12]2[CH2:16][CH2:15][CH2:14][O:13]2)[C:7](=[NH:10])[S:8][CH:9]=1)([CH3:4])([CH3:3])[CH3:2].[Cl:17][C:18]1[CH:19]=[CH:20][C:21]([O:27][CH3:28])=[C:22]([CH:26]=1)[C:23](O)=[O:24]>>[C:1]([C:5]1[N:6]([CH2:11][C@H:12]2[CH2:16][CH2:15][CH2:14][O:13]2)/[C:7](=[N:10]/[C:23](=[O:24])[C:22]2[CH:26]=[C:18]([Cl:17])[CH:19]=[CH:20][C:21]=2[O:27][CH3:28])/[S:8][CH:9]=1)([CH3:4])([CH3:2])[CH3:3]. Reported procedure: The product from Example 318A and 5-chloro-2-methoxy-benzoic acid were processed using the method described in Example 300 to afford the title compound. 1H NMR (300 MHz, CDCl3) −2.23 (m, 1H), 3.67-3.76 (m, 1H), 3.83-3.89 (m, 1H), 3.90 (s, 3H), 4.40 (dd, J=15.0, 7.5 Hz, 1H), 4.57-4.68 (m, 2H), 6.35 (s, 1H), 6.91 (d, J=8.7 Hz, 1H), 7.33 (dd, J=8.7, 2.8 Hz, 1H), 8.04 (d, J=2.8 Hz, 1H). MS (ESI+) m/z 409 (M+H)+. Starting materials: Brc1cccnc1, CC(C)(C)OC(=O)N1CCNCC1, Cc1ccccc1, CC(C)(C)[O-], [K+], O=C(C=Cc1ccccc1)C=Cc1ccccc1, O=C(C=Cc1ccccc1)C=Cc1ccccc1, O=C(C=Cc1ccccc1)C=Cc1ccccc1, O, [Pd], [Pd]. Yields the product CC(C)(C)OC(=O)N1CCN(c2cccnc2)CC1. Reaction SMILES: [Br:8][c:9]1[cH:10][n:11][cH:12][cH:13][cH:14]1.[C:15]([CH3:16])([CH3:17])([CH3:18])[O:19][C:20](=[O:21])[N:22]1[CH2:23][CH2:24][NH:25][CH2:26][CH2:27]1.[CH3:1][c:2]1[cH:3][cH:4][cH:5][cH:6][cH:7]1.[CH3:28][C:29]([CH3:30])([O-:31])[CH3:32].[K+:33].[O:36]=[C:37]([CH:38]=[CH:39][c:40]1[cH:41][cH:42][cH:43][cH:44][cH:45]1)[CH:46]=[CH:47][c:48]1[cH:49][cH:50][cH:51][cH:52][cH:53]1.[O:54]=[C:55]([CH:56]=[CH:57][c:58]1[cH:59][cH:60][cH:61][cH:62][cH:63]1)[CH:64]=[CH:65][c:66]1[cH:67][cH:68][cH:69][cH:70][cH:71]1.[O:72]=[C:73]([CH:74]=[CH:75][c:76]1[cH:77][cH:78][cH:79][cH:80][cH:81]1)[CH:82]=[CH:83][c:84]1[cH:85][cH:86][cH:87][cH:88][cH:89]1.[OH2:90].[Pd:34].[Pd:35]>>[c:9]1([N:25]2[CH2:24][CH2:23][N:22]([C:20]([O:19][C:15]([CH3:16])([CH3:17])[CH3:18])=[O:21])[CH2:27][CH2:26]2)[cH:10][n:11][cH:12][cH:13][cH:14]1. Reactants: N1(C(=NC=2C=NC=3C=CC=CC3C21)N)N (1H-imidazo[4,5-c]quinoline-1,2-diamine), N1(C(=NC=2C=NC=3C=CC=NC3C21)N)N (1H-imidazo[4,5-c][1,5]naphthyridine-1,2-diamine), ortho ester, R2aC(O-alkyl)3. Product: C1=C2C3=C(C=NC2=CC=C1)N=C1N3NC=N1 ([1,2,4]triazolo[1′,5′:1,2]imidazo[4,5-c]quinoline), N1=C2C3=C(C=NC2=CC=C1)N=C1N3NC=N1 ([1,2,4]triazolo[1′,5′:1,2]imidazo[4,5-c][1,5]naphthyridine). As a reaction SMILES: [N:1]1([NH2:15])[C:13]2[C:12]3[CH:11]=[CH:10][CH:9]=[CH:8][C:7]=3[N:6]=[CH:5][C:4]=2[N:3]=[C:2]1[NH2:14].[N:16]1([NH2:30])[C:28]2[C:27]3[N:26]=[CH:25][CH:24]=[CH:23][C:22]=3[N:21]=[CH:20][C:19]=2[N:18]=[C:17]1[NH2:29]>>[CH:11]1[CH:10]=[CH:9][CH:8]=[C:7]2[C:12]=1[C:13]1[N:1]3[NH:15][CH:17]=[N:14][C:2]3=[N:3][C:4]=1[CH:5]=[N:6]2.[N:26]1[CH:25]=[CH:24][CH:23]=[C:22]2[C:27]=1[C:28]1[N:16]3[NH:30][CH:2]=[N:29][C:17]3=[N:18][C:19]=1[CH:20]=[N:21]2. Procedure details: In step (2) of Reaction Scheme VIII, a 1H-imidazo[4,5-c]quinoline-1,2-diamine or 1H-imidazo[4,5-c][1,5]naphthyridine-1,2-diamine of Formula LXVI is treated with an ortho ester of Formula R2aC(O-alkyl)3 to provide a [1,2,4]triazolo[1′,5′:1,2]imidazo[4,5-c]quinoline or [1,2,4]triazolo[1′,5′:1,2]imidazo[4,5-c][1,5]naphthyridine of Formula LXVII. The reaction can be carried out by adding the ortho ester to a compound of Formula LXVI in a suitable solvent such as toluene. The reaction is carried out ... Reactants: Cl.ClC1=C(NC(=C1Cl)C)C(=O)NC1CCNCC1 (3,4-dichloro-5-methyl-N-piperidin-4-yl-1H-pyrrole-2-carboxamide hydrochloride), Cl.ClC1=C(NC(=C1Cl)C)C(=O)NC1CCNCC1 (3,4-dichloro-5-methyl-N-piperidin-4-yl-1H-pyrrole-2-carboxamide hydrochloride), BrC=1SC(=C(N1)C)C(=O)OCC (ethyl 2-bromo-4-methyl-1,3-thiazole-5-carboxylate), C([O-])(O)=O.[Na+] (sodium bicarbonate), O (water). Solvent: CN(C)C=O (DMF). Conditions: temperature 50 celsius. Yields the product ClC1=C(NC(=C1Cl)C)C(=O)NC1CCN(CC1)C=1SC(=C(N1)C)C(=O)OCC (Ethyl 2-(4-{[(3,4-dichloro-5-methyl-1H-pyrrol-2-yl)carbonyl]amino}piperidin-1-yl)-4-methyl-1,3-thiazole-5-carboxylate). The yield is 30.6%. Reaction SMILES: Cl.[Cl:2][C:3]1[C:7]([Cl:8])=[C:6]([CH3:9])[NH:5][C:4]=1[C:10]([NH:12][CH:13]1[CH2:18][CH2:17][NH:16][CH2:15][CH2:14]1)=[O:11].Br[C:20]1[S:21][C:22]([C:26]([O:28][CH2:29][CH3:30])=[O:27])=[C:23]([CH3:25])[N:24]=1.C(=O)(O)[O-].[Na+].O>CN(C=O)C>[Cl:2][C:3]1[C:7]([Cl:8])=[C:6]([CH3:9])[NH:5][C:4]=1[C:10]([NH:12][CH:13]1[CH2:18][CH2:17][N:16]([C:20]2[S:21][C:22]([C:26]([O:28][CH2:29][CH3:30])=[O:27])=[C:23]([CH3:25])[N:24]=2)[CH2:15][CH2:14]1)=[O:11] |f:0.1,3.4|. Procedure details: 3,4-Dichloro-5-methyl-N-piperidin-4-yl-1H-pyrrole-2-carboxamide hydrochloride (Intermediate 1; 0.500 g, 2.00 mmol), ethyl 2-bromo-4-methyl-1,3-thiazole-5-carboxylate (0.625 g, 2.00 mmol) and sodium bicarbonate (0.336 g, 2.00 mmol) were stirred in DMF (5 ml). The reaction was heated to 50° C. overnight. The solution was diluted by the addition of water and the resulting layers were separated. The aqueous layer was extracted with EtOAc (3×), and the organic layers were combined, dried over anhydro... Starting materials: C1(=CC=CC=C1)C (toluene), COC1=C(C=CC(=C1)CNCCCNCCCCNCCCN)O.[Na].ClC1=NC(=CC(=N1)NC(C1=CC=C(C=C1)O)CC)CC (dl-5 chloro-6-ethyl-4-(α-ethyl-4-hydroxybenzyl)aminopyrimidine sodium salt), O (water), BrC(C)CCC (2-bromopentane). Run in C(C)(=O)OCC (ethyl acetate), CN(C=O)C (N,N-dimethylformamide). Reaction conditions: time 8 hour. Product: COC1=C(C=CC(=C1)CNCCCNCCCCNCCCN)O.ClC1=NC(=CC(=N1)NC(C1=CC=C(C=C1)OC(C)CCC)CC)CC (dl-5 chloro-6-ethyl-4-[α-ethyl-4-(sec-amyloxy)benzyl]aminopyrimidine). Isolated yield 33.9%. RXN SMILES: [CH3:1][O:2][C:3]1[CH:8]=[C:7]([CH2:9][NH:10][CH2:11][CH2:12][CH2:13][NH:14][CH2:15][CH2:16][CH2:17][CH2:18][NH:19][CH2:20][CH2:21][CH2:22][NH2:23])[CH:6]=[CH:5][C:4]=1[OH:24].[Na].[Cl:26][C:27]1[N:32]=[C:31]([NH:33][CH:34]([CH2:42][CH3:43])[C:35]2[CH:40]=[CH:39][C:38]([OH:41])=[CH:37][CH:36]=2)[CH:30]=[C:29]([CH2:44][CH3:45])[N:28]=1.Br[CH:47]([CH2:49][CH2:50][CH3:51])[CH3:48].O.C1(C)C=CC=CC=1>CN(C)C=O.C(OCC)(=O)C>[CH3:1][O:2][C:3]1[CH:8]=[C:7]([CH2:9][NH:10][CH2:11][CH2:12][CH2:13][NH:14][CH2:15][CH2:16][CH2:17][CH2:18][NH:19][CH2:20][CH2:21][CH2:22][NH2:23])[CH:6]=[CH:5][C:4]=1[OH:24].[Cl:26][C:27]1[N:32]=[C:31]([NH:33][CH:34]([CH2:42][CH3:43])[C:35]2[CH:40]=[CH:39][C:38]([O:41][CH:47]([CH2:49][CH2:50][CH3:51])[CH3:48])=[CH:37][CH:36]=2)[CH:30]=[C:29]([CH2:44][CH3:45])[N:28]=1 |f:0.1.2,8.9,^1:24|. Reported procedure: To a solution of 1.1 g of dl-5-chloro-6-ethyl-4-(α-ethyl-4-hydroxybenzyl)aminopyrimidine sodium salt dissolved in 30 ml of N,N-dimethylformamide was added 0.6 g of 2-bromopentane, and the mixture was stirred at 90° to 100° C. for 8 hours. After completion of the reaction, the reaction mixture was poured into water and separated oily product was extracted with ethyl acetate. The extract was washed with water, dried over anhydrous sodium sulfate and ethyl acetate was distilled off under reduced pr... The reactants are CC1(OC2=C(C(=CC(=C2)CC)O)C=2C1=CC=NC2)C (5,5-dimethyl-10-hydroxy-8-ethyl-5H-[1]benzopyrano[3,4-d]pyridine), C(C)(=O)OC(C)=O (acetic anhydride). Solvent: N1=CC=CC=C1 (pyridine). Yields the product C(C)(=O)OC1=CC(=CC2=C1C=1C(=CC=NC1)C(O2)(C)C)CC (10-Acetoxy-5,5-dimethyl-8-ethyl-5H-[1]benzopyrano[3,4-d]pyridine). As a reaction SMILES: [CH3:1][C:2]1([CH3:19])[C:14]2=[CH:15][CH:16]=[N:17][CH:18]=[C:13]2[C:5]2[C:6]([OH:12])=[CH:7][C:8]([CH2:10][CH3:11])=[CH:9][C:4]=2[O:3]1.[C:20](OC(=O)C)(=[O:22])[CH3:21]>N1C=CC=CC=1>[C:20]([O:12][C:6]1[C:5]2[C:13]3[C:14]([C:2]([CH3:1])([CH3:19])[O:3][C:4]=2[CH:9]=[C:8]([CH2:10][CH3:11])[CH:7]=1)=[CH:15][CH:16]=[N:17][CH:18]=3)(=[O:22])[CH3:21]. Procedure: 10-Acetoxy-5,5-dimethyl-8-ethyl-5H-[1]benzopyrano[3,4-d]pyridine is prepared by reacting 5,5-dimethyl-10-hydroxy-8-ethyl-5H-[1]benzopyrano[3,4-d]pyridine and acetic anhydride in the presence of pyridine according to the method of Example 12.